This data is from the Open Reaction Database (ORD), a public repository of structured organic reaction records. The task is: describe an organic reaction: reactants, conditions, products, and yield Yields the product CC1(C)COC(c2ccc(OCCCCl)cc2)=N1. Reaction SMILES: [Br:21][CH2:22][CH2:23][CH2:24][Cl:25].[C:15](=[O:16])([O-:17])[O-:18].[CH3:1][C:2]1([CH3:14])[N:3]=[C:4]([c:7]2[cH:8][cH:9][c:10]([OH:13])[cH:11][cH:12]2)[O:5][CH2:6]1.[CH3:26][C:27](=[O:28])[CH3:29].[K+:19].[K+:20]>>[CH3:1][C:2]1([CH3:14])[N:3]=[C:4]([c:7]2[cH:8][cH:9][c:10]([O:13][CH2:22][CH2:23][CH2:24][Cl:25])[cH:11][cH:12]2)[O:5][CH2:6]1. The reactants are ClCCCBr, O=C([O-])[O-], CC1(C)COC(c2ccc(O)cc2)=N1, CC(C)=O, [K+], [K+].